This data is from the Open Reaction Database (ORD), a public repository of structured organic reaction records. The task is: describe an organic reaction: reactants, conditions, products, and yield Starting materials: O=CCC(C(=O)O)C1=CC=C(C=C1)C1=C(C=CC=C1)Cl (γ-keto-(2'-chloro-4-biphenylyl)butyric acid), ferrous sulfate, [H][H] (hydrogen). Reagents/catalysts: [Pt]=O (platinum oxide). The solvent is C(C)O (ethanol). The product is OCCC(C(=O)O)C1=CC=C(C=C1)C1=C(C=CC=C1)Cl (γ-hydroxy(2'-chloro-4-biphenylyl)butyric acid). RXN SMILES: [O:1]=[CH:2][CH2:3][CH:4]([C:8]1[CH:13]=[CH:12][C:11]([C:14]2[CH:19]=[CH:18][CH:17]=[CH:16][C:15]=2[Cl:20])=[CH:10][CH:9]=1)[C:5]([OH:7])=[O:6].[H][H]>[Pt]=O.C(O)C>[OH:1][CH2:2][CH2:3][CH:4]([C:8]1[CH:13]=[CH:12][C:11]([C:14]2[CH:19]=[CH:18][CH:17]=[CH:16][C:15]=2[Cl:20])=[CH:10][CH:9]=1)[C:5]([OH:7])=[O:6]. Procedure details: To a suspension of γ-keto-(2'-chloro-4-biphenylyl)butyric acid 8.64 g. (0.031 mole) in 300 ml. of 90% ethanol is added 1 ml. of 0.1M ferrous sulfate solution followed by 0.5 g. of platinum oxide catalyst. The mixture is shaken with hydrogen for 31/2 hours. The catalyst is filtered off. The filtrate is distilled under reduced pressure to yield γ-hydroxy(2'-chloro-4-biphenylyl)butyric acid. Reactants: CC(=O)O, Cc1c(N)cccc1Cl, COc1cc2ncc(C(N)=O)c(Cl)c2cc1OC, [Na+], CN(C)C=O, [OH-], O. The product is COc1cc2ncc(C(N)=O)c(Nc3cccc(Cl)c3C)c2cc1OC. Reaction SMILES: [CH3:28][C:29](=[O:30])[OH:31].[Cl:19][c:20]1[c:21]([CH3:27])[c:22]([NH2:23])[cH:24][cH:25][cH:26]1.[Cl:1][c:2]1[c:3]([C:16](=[O:17])[NH2:18])[cH:4][n:5][c:6]2[cH:7][c:8]([O:14][CH3:15])[c:9]([O:12][CH3:13])[cH:10][c:11]12.[Na+:33].[O:34]=[CH:35][N:36]([CH3:37])[CH3:38].[OH-:32].[OH2:39]>>[c:2]1([NH:23][c:22]2[c:21]([CH3:27])[c:20]([Cl:19])[cH:26][cH:25][cH:24]2)[c:3]([C:16](=[O:17])[NH2:18])[cH:4][n:5][c:6]2[cH:7][c:8]([O:14][CH3:15])[c:9]([O:12][CH3:13])[cH:10][c:11]12.